Dataset: the Open Reaction Database (ORD), a public repository of structured organic reaction records. Task: describe an organic reaction: reactants, conditions, products, and yield As a reaction SMILES: [CH3:1][O:2][C:3]1[CH:8]=[CH:7][CH:6]=[C:5]([O:9][CH3:10])[C:4]=1[CH:11]1[NH:16][C:15](=[O:17])[CH2:14][CH2:13][CH2:12]1.Br[CH:19]([C:22]1[CH:27]=[CH:26][C:25]([O:28][C:29]([F:32])([F:31])[F:30])=[CH:24][CH:23]=1)[CH2:20][CH3:21]>>[CH3:1][O:2][C:3]1[CH:8]=[CH:7][CH:6]=[C:5]([O:9][CH3:10])[C:4]=1[CH:11]1[N:16]([CH:19]([C:22]2[CH:23]=[CH:24][C:25]([O:28][C:29]([F:30])([F:31])[F:32])=[CH:26][CH:27]=2)[CH2:20][CH3:21])[C:15](=[O:17])[CH2:14][CH2:13][CH2:12]1. Reported procedure: Prepared according to the described general procedure 4 (GP4) by reaction of 6-(2,6-dimethoxyphenyl)piperidin-2-one with 1-(1-bromopropyl)-4-(trifluoromethoxy)benzene. Subsequent purification by preparative HPLC afforded the target compound. LC-MS (conditions A): tR=0.99 min.; [M+H]+: 438.22 g/mol. The reactants are COC1=C(C(=CC=C1)OC)C1CCCC(N1)=O (6-(2,6-dimethoxyphenyl)piperidin-2-one), BrC(CC)C1=CC=C(C=C1)OC(F)(F)F (1-(1-bromopropyl)-4-(trifluoromethoxy)benzene). Product: COC1=C(C(=CC=C1)OC)C1CCCC(N1C(CC)C1=CC=C(C=C1)OC(F)(F)F)=O (6-(2,6-dimethoxyphenyl)-1-(1-(4-(trifluoromethoxy)phenyl)propyl)piperidin-2-one).